describe an organic reaction: reactants, conditions, products, and yield From a dataset of the Open Reaction Database (ORD), a public repository of structured organic reaction records. Yields the product CC(C#C[C@H](CCC(F)(F)F)N1[C@@H]([C@H](CCC1)CC(=O)OC)C1=CC=C(C=C1)C(F)(F)F)(C)C (methyl {(2S,3R)-1-[(1S)-4,4-dimethyl-1-(3,3,3-trifluoropropyl)pent-2-yn-1-yl]-2-[4-(trifluoromethyl)phenyl]piperidin-3-yl}acetate). RXN SMILES: [F:1][C:2]([F:21])([F:20])[C:3]1[CH:8]=[CH:7][C:6]([C@@H:9]2[C@@H:14]([CH2:15][C:16]([O:18][CH3:19])=[O:17])[CH2:13][CH2:12][CH2:11][NH:10]2)=[CH:5][CH:4]=1.[F:22][C:23]([F:29])([F:28])[CH2:24][CH2:25][CH:26]=O.[CH3:30][C:31]([CH3:35])([CH3:34])[C:32]#[CH:33]>O.[Au](Br)(Br)Br>[CH3:30][C:31]([CH3:35])([CH3:34])[C:32]#[C:33][C@@H:26]([N:10]1[CH2:11][CH2:12][CH2:13][C@H:14]([CH2:15][C:16]([O:18][CH3:19])=[O:17])[C@H:9]1[C:6]1[CH:5]=[CH:4][C:3]([C:2]([F:20])([F:1])[F:21])=[CH:8][CH:7]=1)[CH2:25][CH2:24][C:23]([F:29])([F:28])[F:22]. Reagents/catalysts: [Au](Br)(Br)Br (gold(III) bromide). Reaction conditions: temperature 70 celsius. The solvent is O (water). Reported procedure: A solution of methyl {(2S,3R)-2-[4-(trifluoromethyl)phenyl]piperidin-3-yl}acetate (2.1 g, 7.0 mmol), 4,4,4-trifluorobutanal (1.76 g, 13.9 mmol) and gold(III) bromide (0.3 g, 0.7 mmol) in water (50 mL) was degassed with nitrogen for 1.5 hours. To this solution was added 3,3-dimethylbut-1-yne (4.3 mL, 34.8 mmol) and the reaction was sealed and heated to 70° C. for 16 hours. The reaction was partitioned between water and ethyl acetate. The organics were dried over sodium sulfate, filtered and evapo... Reactants: FC(C1=CC=C(C=C1)[C@H]1NCCC[C@@H]1CC(=O)OC)(F)F (methyl {(2S,3R)-2-[4-(trifluoromethyl)phenyl]piperidin-3-yl}acetate), FC(CCC=O)(F)F (4,4,4-trifluorobutanal), CC(C#C)(C)C (3,3-dimethylbut-1-yne). Starting materials: CCCCOCCOc1ccc(-c2ccc3c(c2)C=C(C(=O)Nc2ccc(SCc4cncn4C4CC4)cc2)CCN3CC(C)C)cc1, ClCCl, [Na+], [Na+], O=C(OO)c1cccc(Cl)c1, O=S([O-])([O-])=S. Yields the product CCCCOCCOc1ccc(-c2ccc3c(c2)C=C(C(=O)Nc2ccc(S(=O)Cc4cncn4C4CC4)cc2)CCN3CC(C)C)cc1. RXN SMILES: [CH2:1]([CH2:2][CH2:3][CH3:4])[O:5][CH2:6][CH2:7][O:8][c:9]1[cH:10][cH:11][c:12](-[c:15]2[cH:16][cH:17][c:18]3[c:19]([cH:48]2)[CH:20]=[C:21]([C:29](=[O:30])[NH:31][c:32]2[cH:33][cH:34][c:35]([S:38][CH2:39][c:40]4[n:41]([CH:45]5[CH2:46][CH2:47]5)[cH:42][n:43][cH:44]4)[cH:36][cH:37]2)[CH2:22][CH2:23][N:24]3[CH2:25][CH:26]([CH3:27])[CH3:28])[cH:13][cH:14]1.[Cl:67][CH2:68][Cl:69].[Na+:65].[Na+:66].[OH:49][O:50][C:51]([c:52]1[cH:53][c:54]([Cl:55])[cH:56][cH:57][cH:58]1)=[O:59].[S:60]([O-:61])([O-:62])(=[O:63])=[S:64]>>[CH2:1]([CH2:2][CH2:3][CH3:4])[O:5][CH2:6][CH2:7][O:8][c:9]1[cH:10][cH:11][c:12](-[c:15]2[cH:16][cH:17][c:18]3[c:19]([cH:48]2)[CH:20]=[C:21]([C:29](=[O:30])[NH:31][c:32]2[cH:33][cH:34][c:35]([S:38]([CH2:39][c:40]4[n:41]([CH:45]5[CH2:46][CH2:47]5)[cH:42][n:43][cH:44]4)=[O:49])[cH:36][cH:37]2)[CH2:22][CH2:23][N:24]3[CH2:25][CH:26]([CH3:27])[CH3:28])[cH:13][cH:14]1. Starting materials: OO (hydrogen peroxide), NC(=C(C(N)=S)C#N)C(C)C (3-amino-2-cyano-4-methyl- 2-pentenethioamide). The solvent is C(C)O (ethanol). Conditions: time 19 hour. Product: NC1=C(C(=NS1)C(C)C)C#N (5-amino-4-cyano-3-isopropylisothiazole). Yield: 97.0%. Reaction SMILES: OO.[NH2:3][C:4]([CH:11]([CH3:13])[CH3:12])=[C:5]([C:9]#[N:10])[C:6](=[S:8])[NH2:7]>C(O)C>[NH2:7][C:6]1[S:8][N:3]=[C:4]([CH:11]([CH3:13])[CH3:12])[C:5]=1[C:9]#[N:10]. Reported procedure: While maintaining the temperature below 50°, 86.1 g of 30% hydrogen peroxide was added dropwise to a solution of 128.3 g of 3-amino-2-cyano-4-methyl- 2-pentenethioamide in 600 ml of absolute ethanol. The mixture was stirred at room temperature for 19 hours, filtered and concentrated to about half volume. Water was added to cloud point and the solid allowed to separate. The solid was collected and dried to give 123.0 g of 5-amino-4-cyano-3-isopropylisothiazole, mp 133°-135°. The reactants are COc1cccc(OCCCCl)c1, O=C1Cc2cc3c(cc2CCN1CC1CCCNC1)OCO3. The product is COc1cccc(OCCCN2CCCC(CN3CCc4cc5c(cc4CC3=O)OCO5)C2)c1. As a reaction SMILES: [CH3:23][O:24][c:25]1[cH:26][c:27]([O:28][CH2:29][CH2:30][CH2:31][Cl:32])[cH:33][cH:34][cH:35]1.[NH:1]1[CH2:2][CH:3]([CH2:7][N:8]2[CH2:9][CH2:10][c:11]3[c:12]([cH:16][c:17]4[c:18]([cH:19]3)[O:20][CH2:21][O:22]4)[CH2:13][C:14]2=[O:15])[CH2:4][CH2:5][CH2:6]1>>[N:1]1([CH2:31][CH2:30][CH2:29][O:28][c:27]2[cH:26][c:25]([O:24][CH3:23])[cH:35][cH:34][cH:33]2)[CH2:2][CH:3]([CH2:7][N:8]2[CH2:9][CH2:10][c:11]3[c:12]([cH:16][c:17]4[c:18]([cH:19]3)[O:20][CH2:21][O:22]4)[CH2:13][C:14]2=[O:15])[CH2:4][CH2:5][CH2:6]1. Reactants: C12C(CCCC1)O2 (cyclohexene oxide), [N-]=[N+]=[N-].[Na+] (sodium azide), CC(=O)C (acetone). The solvent is O (water). Reaction conditions: temperature 75 celsius. Yields the product N(=[N+]=[N-])C1C(CCCC1)O (2-azidocyclohexanol). Reaction SMILES: [CH:1]12[O:7][CH:2]1[CH2:3][CH2:4][CH2:5][CH2:6]2.[N-:8]=[N+:9]=[N-:10].[Na+].CC(C)=O>O>[N:8]([CH:1]1[CH2:6][CH2:5][CH2:4][CH2:3][CH:2]1[OH:7])=[N+:9]=[N-:10] |f:1.2|. Reported procedure: A solution of cyclohexene oxide (10.1 g, 103 mmol) and sodium azide (16.7 g, 257 mmol) in 100 mL of a 1:1 mixture of acetone:water was heated to reflux at 75° C. for 14 h. The mixture was cooled to rt, concentrated in vacuo to 50 mL, and extracted 3× with dichloromethane. The combined organic fractions were washed 2× with water, dried over sodium sulfate, filtered, and concentrated in vacuo to provide 2-azidocyclohexanol that gave a proton NMR spectra consistent with theory. The reactants are C(C1=CC=CC=C1)(=O)SCC(C(=O)NC=1C=C(C(=O)O)C=CC1)CC1=CC=CC=C1 (N-[2-Benzoylthiomethyl-3-Phenylpropionyl]-3-Aminobenzoic Acid), C(C)(=O)SCC(C(=O)NC1=CC=C(C(=O)N)C=C1)CC1=CC=CC=C1 (4-[[2-Acetylthiomethyl-3-Phenylpropionyl]-Amino]Benzamide). The product is SCC(C(=O)NC1=CC=C(C(=O)N)C=C1)CC1=CC=CC=C1 (4-[[2-Mercaptomethyl-3-Phenylpropionyl]Amino]Benzamide). Reaction SMILES: C(SCC(CC1C=CC=CC=1)C(NC1C=C(C=CC=1)C(O)=O)=O)(=O)C1C=CC=CC=1.C([S:34][CH2:35][CH:36]([CH2:49][C:50]1[CH:55]=[CH:54][CH:53]=[CH:52][CH:51]=1)[C:37]([NH:39][C:40]1[CH:48]=[CH:47][C:43]([C:44]([NH2:46])=[O:45])=[CH:42][CH:41]=1)=[O:38])(=O)C>>[SH:34][CH2:35][CH:36]([CH2:49][C:50]1[CH:51]=[CH:52][CH:53]=[CH:54][CH:55]=1)[C:37]([NH:39][C:40]1[CH:48]=[CH:47][C:43]([C:44]([NH2:46])=[O:45])=[CH:42][CH:41]=1)=[O:38]. Reported procedure: Using the procedure of Example 3, replace the product of Example 1 with the product of Example 12 to give the title compound as a white solid, m.p.=195°-197° C., mass spec M+=314. Starting materials: [OH-].[Na+] (sodium hydroxide), C(C)(=O)OC(C)=O (acetic anhydride), solvent, [N+](=O)([O-])C=1C=C(C=CC1)C(CC)=O (1-(3-nitrophenyl)propan-1-one), C(C)(=O)OC(C)=O (acetic anhydride), Cl.CNC (N,N-dimethylamine HCl), C=O (paraformaldehyde), C(C)(=O)OC(C)=O (acetic anhydride). Solvent: C(C)(C)(C)OC (t-butyl-methylether), O (water), O (water). Run at temperature 50 celsius, time 30 minute. Product: CN(CC(C(=O)C1=CC(=CC=C1)[N+](=O)[O-])C)C (3-(dimethylamino)-2-methyl-1-(3-nitro-phenyl)-propan-1-one). Yield: 92.0%. As a reaction SMILES: Cl.[CH3:2][NH:3][CH3:4].C=O.[C:7](OC(=O)C)(=O)C.[N+:14]([C:17]1[CH:18]=[C:19]([C:23](=[O:26])[CH2:24][CH3:25])[CH:20]=[CH:21][CH:22]=1)([O-:16])=[O:15].[OH-].[Na+]>O.C(OC)(C)(C)C>[CH3:2][N:3]([CH3:7])[CH2:4][CH:24]([CH3:25])[C:23]([C:19]1[CH:20]=[CH:21][CH:22]=[C:17]([N+:14]([O-:16])=[O:15])[CH:18]=1)=[O:26] |f:0.1,5.6|. Procedure: N,N-dimethylamine HCl (80.0 g, 0.982 mol), paraformaldehyde (45 g, 1.499 mol), water (30 g, 1.667 mol) and acetic anhydride (30 ml/32.4 g, 0.32 mol) are added into a 1 liter four-neck flask, provided with mechanical stirrer, thermometer and dropping funnel. The suspension is slowly heated up to 50° C. and stirred for 30 minutes. Then, acetic anhydride (200 ml/216 g, 2.12 mol) is dripped thereinto slowly and portionwise. The reaction mixture is stirred at 50-70° C. for at least 1 hour then 1-(3-n...